This data is from the Open Reaction Database (ORD), a public repository of structured organic reaction records. The task is: describe an organic reaction: reactants, conditions, products, and yield The yield is 118.6%. Run in O1CCCC1 (tetrahydrofuran), O1CCCC1 (tetrahydrofuran), O1CCCC1 (tetrahydrofuran). Product: C(C#CC)OC1=C(C(=NC=N1)N1C(CCCCC1)C)F (1-(6-(2-butynyloxy)-5-fluoropyrimidin-4-yl)-2-methyl-hexahydro-1H-azepine). Reported procedure: 0.07 g of sodium hydride (60% oil suspension) was suspended in 2 ml of tetrahydrofuran. 0.5 ml of tetrahydrofuran solution of 0.10 g of 2-butyn-1-ol was added dropwise at room temperature therein, and the mixture was stirred for 10 minutes. Into the mixture was added dropwise 0.5 ml of tetrahydrofuran solution of 0.20 g of 1-(6-chloro-5-fluoropyrimidin-4-yl)-2-methyl-hexahydro-1H-azepine at room temperature, and stirred for 6 hours at 60° C. After the reaction mixture was cooled to near room tem... Starting materials: [H-].[Na+] (sodium hydride), [Cl-].[NH4+] (ammonium chloride), ClC1=C(C(=NC=N1)N1C(CCCCC1)C)F (1-(6-chloro-5-fluoropyrimidin-4-yl)-2-methyl-hexahydro-1H-azepine), C(C#CC)O (2-butyn-1-ol). Run at time 10 minute. Reaction SMILES: [H-].[Na+].[CH2:3]([OH:7])[C:4]#[C:5][CH3:6].Cl[C:9]1[N:14]=[CH:13][N:12]=[C:11]([N:15]2[CH2:21][CH2:20][CH2:19][CH2:18][CH2:17][CH:16]2[CH3:22])[C:10]=1[F:23].[Cl-].[NH4+]>O1CCCC1>[CH2:3]([O:7][C:9]1[N:14]=[CH:13][N:12]=[C:11]([N:15]2[CH2:21][CH2:20][CH2:19][CH2:18][CH2:17][CH:16]2[CH3:22])[C:10]=1[F:23])[C:4]#[C:5][CH3:6] |f:0.1,4.5|. Reactants: C(C1=CC=CC=C1)NC1=NC=C(C(=O)O)C=C1C1=CC=C(C=C1)Cl (6-benzylamino-5-(4-chloro-phenyl)-nicotinic acid), CN(C)C(=[N+](C)C)ON1C2=C(C=CC=C2)N=N1.[B-](F)(F)(F)F (TBTU), N[C@H]1[C@@H](CCCC1)O ((1R,2R)-2-amino-cyclohexanol), CCN(C(C)C)C(C)C (DIPEA). Solvent: CN(C)C=O (DMF), C(C)(=O)O (Acetic acid). Yields the product C(C1=CC=CC=C1)NC1=NC=C(C(=O)N[C@H]2[C@@H](CCCC2)O)C=C1C1=CC=C(C=C1)Cl (6-Benzylamino-5-(4-chloro-phenyl)-N-((1R,2R)-2-hydroxy-cyclohexyl)-nicotinamide). Isolated yield 68.8%. RXN SMILES: [CH2:1]([NH:8][C:9]1[C:17]([C:18]2[CH:23]=[CH:22][C:21]([Cl:24])=[CH:20][CH:19]=2)=[CH:16][C:12]([C:13](O)=[O:14])=[CH:11][N:10]=1)[C:2]1[CH:7]=[CH:6][CH:5]=[CH:4][CH:3]=1.CN(C(ON1N=NC2C=CC=CC1=2)=[N+](C)C)C.[B-](F)(F)(F)F.[NH2:47][C@@H:48]1[CH2:53][CH2:52][CH2:51][CH2:50][C@H:49]1[OH:54].CCN(C(C)C)C(C)C>CN(C=O)C.C(O)(=O)C>[CH2:1]([NH:8][C:9]1[C:17]([C:18]2[CH:23]=[CH:22][C:21]([Cl:24])=[CH:20][CH:19]=2)=[CH:16][C:12]([C:13]([NH:47][C@@H:48]2[CH2:53][CH2:52][CH2:51][CH2:50][C@H:49]2[OH:54])=[O:14])=[CH:11][N:10]=1)[C:2]1[CH:7]=[CH:6][CH:5]=[CH:4][CH:3]=1 |f:1.2|. Procedure details: A mixture of 16.2 mg (0.047 mmol) 6-benzylamino-5-(4-chloro-phenyl)-nicotinic acid, 19.6 mg (0.06 mmol) TBTU, 6.9 mg (0.06 mmol) (1R,2R)-2-amino-cyclohexanol and 23 mg (0.18 mmol) DIPEA in DMF was shaken at room temperature over night. Acetic acid was added and purified by preparative HPLC on reversed phase eluting with a gradient formed from acetonitrile/water/HCOOH. The combined product fractions were evaporated to yield 14.1 mg (55%) of the title compound. MS (m/e): 436.4 (MH+). The reactants are Cc1ccc(S(=O)(=O)C#N)cc1, CCCCCC, [Li]C(C)CC, CC(C)[Si](C(C)C)(C(C)C)n1ccc2c(Cl)ccnc21, C1CCOC1. Product: CC(C)[Si](C(C)C)(C(C)C)n1ccc2c(Cl)c(C#N)cnc21. Reaction SMILES: [CH3:26][c:27]1[cH:28][cH:29][c:30]([S:31](=[O:32])(=[O:33])[C:36]#[N:37])[cH:34][cH:35]1.[CH3:43][CH2:44][CH2:45][CH2:46][CH2:47][CH3:48].[CH:21]([Li:22])([CH2:23][CH3:24])[CH3:25].[Cl:1][c:2]1[c:3]2[c:4]([n:5][cH:6][cH:7]1)[n:8]([Si:11]([CH:12]([CH3:13])[CH3:14])([CH:15]([CH3:16])[CH3:17])[CH:18]([CH3:19])[CH3:20])[cH:9][cH:10]2.[O:38]1[CH2:39][CH2:40][CH2:41][CH2:42]1>>[Cl:1][c:2]1[c:3]2[c:4]([n:5][cH:6][c:7]1[C:36]#[N:37])[n:8]([Si:11]([CH:12]([CH3:13])[CH3:14])([CH:15]([CH3:16])[CH3:17])[CH:18]([CH3:19])[CH3:20])[cH:9][cH:10]2. The reactants are BrCC(CC)=O (bromobutan-2-one), C(=O)[N-]C=O.[Na+] (sodium diformylamide). Run in C(C)#N (acetonitrile). Run at time 3 hour. Product: C(=O)N(C=O)CC(CC)=O (Formyl(2-oxobutyl)formamide). As a reaction SMILES: Br[CH2:2][C:3](=[O:6])[CH2:4][CH3:5].[CH:7]([N-:9][CH:10]=[O:11])=[O:8].[Na+]>C(#N)C>[CH:7]([N:9]([CH2:2][C:3](=[O:6])[CH2:4][CH3:5])[CH:10]=[O:11])=[O:8] |f:1.2|. Procedure: A mixture of bromobutan-2-one (10 g, 66 mmol), and sodium diformylamide (6.8 g, 72 mmol) in acetonitrile (50 mL) was stirred at room temperature for 3 hours, then warmed to 35° C. for 2 hours. The mixture was stirred for a further 48 hours at room temperature, then filtered, washing through with additional acetonitrile (50 mL). The filtrate was evaporated under reduced pressure to afford the title compound as a clear oil, 9.1 g. The reactants are Cc1ccc(N)cc1, Clc1cccnc1. The reagents and catalysts are CCN=P(N=P(N(C)C)(N(C)C)N(C)C)(N(C)C)N(C)C (P2Et), CC(C)c1cc(C(C)C)c(-c2ccccc2P(C2CCCCC2)(C2CCCCC2)->[Pd]2(OS(=O)(=O)C(F)(F)F)<-Nc3ccccc3-c3ccccc32)c(C(C)C)c1 (XPhos). Run in CS(=O)C (DMSO), CS(=O)C (DMSO), CS(=O)C (DMSO), CS(=O)C (DMSO), CS(=O)C (DMSO). Conditions: temperature 60 celsius, time 16 hour. Product: Cc1ccc(Nc2cccnc2)cc1. Yield: 49.1%. Reported procedure: These solutions were added to a 384-
well source plate (80 µL per well). The Mosquito HTS liquid handling robot was used to dose
each of these solutions (200 nL each) into a 1536-well plate. The reactants are C(C)(=O)NC(C(=O)O)CC#CCNC(=O)OC(C)(C)C (2-Acetylamino-6-t-butyloxycarbonylamino-4-hexynoic acid), Cl (HCl). Run in O1CCOCC1 (dioxane), C(C)(=O)O (acetic acid). The product is C(C)(=O)NC(C(=O)O)CC#CCN (2-Acetylamino-6-amino-4-hexynoic acid). As a reaction SMILES: [C:1]([NH:4][CH:5]([CH2:9][C:10]#[C:11][CH2:12][NH:13]C(OC(C)(C)C)=O)[C:6]([OH:8])=[O:7])(=[O:3])[CH3:2].Cl>C(O)(=O)C.O1CCOCC1>[C:1]([NH:4][CH:5]([CH2:9][C:10]#[C:11][CH2:12][NH2:13])[C:6]([OH:8])=[O:7])(=[O:3])[CH3:2]. Procedure details: Ex-8g) 10 g of 2-Acetylamino-6-t-butyloxycarbonylamino-4-hexynoic acid is taken up in 50 mL of acetic acid and 25 mL of 4N HCl in dioxane and stirred for 2 h at 25° C. The reaction mixture is stripped to dryness to give 2-Acetylamino-6-amino-4-hexynoic acid. The reactants are IC1=C(N(C2=NC=CC=C21)C(=O)OC(C)(C)C)C (tert-butyl 3-iodo-2-methylpyrrolo[2,3-b]pyridine-1-carboxylate), OCCN1C(C2=CN=CC=C2C(=C1)I)=O (2-(2-hydroxyethyl)-4-iodo-2H-2,7-naphthyridin-1-one). Yields the product OCCN1C(C2=CN=CC=C2C(=C1)C1=CNC2=NC=CC=C21)=O (2-(2-hydroxyethyl)-4-(1H-pyrrolo[2,3-b]pyridin-3-yl)-2H-2,7-naphthyridin-1-one). Reaction SMILES: I[C:2]1[C:10]2[C:5](=[N:6][CH:7]=[CH:8][CH:9]=2)[N:4](C(OC(C)(C)C)=O)[C:3]=1C.[OH:19][CH2:20][CH2:21][N:22]1[CH:31]=[C:30](I)[C:29]2[C:24](=[CH:25][N:26]=[CH:27][CH:28]=2)[C:23]1=[O:33]>>[OH:19][CH2:20][CH2:21][N:22]1[CH:31]=[C:30]([C:2]2[C:10]3[C:5](=[N:6][CH:7]=[CH:8][CH:9]=3)[NH:4][CH:3]=2)[C:29]2[C:24](=[CH:25][N:26]=[CH:27][CH:28]=2)[C:23]1=[O:33]. Procedure details: Analogously to Example 5, tert-butyl 3-iodo-2-methylpyrrolo[2,3-b]pyridine-1-carboxylate is reacted with 2-(2-hydroxyethyl)-4-iodo-2H-2,7-naphthyridin-1-one, giving 2-(2-hydroxyethyl)-4-(1H-pyrrolo[2,3-b]pyridin-3-yl)-2H-2,7-naphthyridin-1-one as colourless solid; MS (ESI): 307 [M+H]+.